Dataset: the Open Reaction Database (ORD), a public repository of structured organic reaction records. Task: describe an organic reaction: reactants, conditions, products, and yield Starting materials: C([O-])([O-])=O.[Na+].[Na+] (sodium carbonate), NCCC1=CNC2=CC=CC=C12 (tryptamine), C(C1=CC=CC=C1)=O (benzaldehyde), C(=O)(C(F)(F)F)O (TFA). Solvent: C(Cl)Cl (DCM). Conditions: time 1 day. The product is C1(=CC=CC=C1)C1NCCC=2C3=CC=CC=C3NC12 (1-Phenyl-2,3,4,9-tetrahydro-1H-β-carboline). Yield: 47.1%. Reaction SMILES: [NH2:1][CH2:2][CH2:3][C:4]1[C:12]2[C:7](=[CH:8][CH:9]=[CH:10][CH:11]=2)[NH:6][CH:5]=1.[CH:13](=O)[C:14]1[CH:19]=[CH:18][CH:17]=[CH:16][CH:15]=1.C(O)(C(F)(F)F)=O.C(=O)([O-])[O-].[Na+].[Na+]>C(Cl)Cl>[C:14]1([CH:13]2[C:5]3[NH:6][C:7]4[C:12](=[CH:11][CH:10]=[CH:9][CH:8]=4)[C:4]=3[CH2:3][CH2:2][NH:1]2)[CH:19]=[CH:18][CH:17]=[CH:16][CH:15]=1 |f:3.4.5|. Reported procedure: A solution of tryptamine (15 g, 94.0 mmol) and benzaldehyde (10.9 g, 1.1 equiv.) in DCM (800 mL) was treated with TFA (15 mL, 2 equiv.). The resulting mixture was stirred at rt for one day and then neutralized to pH 7 with a saturated aqueous solution of sodium carbonate. After filtration and concentration to dryness the residue was recrystallized from 2-propanol to give the title compound (11.0 g, 47%) as white crystals. The reactants are CC(C)(C)OC(NCCCC(C=1SC=CN1)OC1=C(C=CC(=C1)Cl)C#N)=O ([4-(5-Chloro-2-cyanophenoxy)-4-(2-thiazolyl)butyl]carbamic acid 1,1-dimethylethyl ester). Run in Cl (hydrochloric acid), O1CCOCC1 (dioxan). The product is Cl.NCCCC(OC1=C(C#N)C=CC(=C1)Cl)C=1SC=CN1 (2-[4-Amino-1-(2-thiazolyl)butoxy]-4-chlorobenzonitrile hydrochloride). Isolated yield 65.2%. Reaction SMILES: CC(OC(=O)[NH:7][CH2:8][CH2:9][CH2:10][CH:11]([O:17][C:18]1[CH:23]=[C:22]([Cl:24])[CH:21]=[CH:20][C:19]=1[C:25]#[N:26])[C:12]1[S:13][CH:14]=[CH:15][N:16]=1)(C)C>Cl.O1CCOCC1>[ClH:24].[NH2:7][CH2:8][CH2:9][CH2:10][CH:11]([C:12]1[S:13][CH:14]=[CH:15][N:16]=1)[O:17][C:18]1[CH:23]=[C:22]([Cl:24])[CH:21]=[CH:20][C:19]=1[C:25]#[N:26] |f:3.4|. Procedure details: The product from step (d) (0.20 g) was dissolved in 4M hydrochloric acid in dioxan (5 ml) and stirred for 3hat room temperature. The solvent was evaporated and the residue triturated with dry diethyl ether to give the title compound as a pale yellow solid (0.055 g). M.p 170-172° C. The reactants are BrC=1C=C2C(=C(C=NC2=CC1)C(=O)C1CC1)N[C@@H]1CC[C@H](CC1)CN1CCCC1 ((6-bromo-4-((trans-4-(pyrrolidin-1-ylmethyl)cyclohexyl)amino)quinolin-3-yl)(cyclopropyl)methanone), ClC1=C(C(=CC(=C1)B1OC(C(O1)(C)C)(C)C)Cl)O (2,6-dichloro-4-(4,4,5,5-tetramethyl-1,3,2-dioxaborolan-2-yl)phenol), C(=O)([O-])[O-].[Cs+].[Cs+] (Cs2CO3). The reagents and catalysts are C1=CC=C(C=C1)P([C-]2C=CC=C2)C3=CC=CC=C3.C1=CC=C(C=C1)P([C-]2C=CC=C2)C3=CC=CC=C3.Cl[Pd]Cl.[Fe+2] (Pd(dppf)Cl2). The solvent is O1CCOCC1 (dioxane). Run at temperature 80 celsius. Product: C1(CC1)C(=O)C=1C=NC2=CC=C(C=C2C1N[C@@H]1CC[C@H](CC1)CN1CCCC1)C1=CC(=C(C(=C1)Cl)O)Cl (cyclopropyl(6-(3,5-dichloro-4-hydroxyphenyl)-4-((trans-4-(pyrrolidin-1-ylmethyl)cyclohexyl)amino)quinolin-3-yl)methanone). Isolated yield 41.0%. RXN SMILES: Br[C:2]1[CH:3]=[C:4]2[C:9](=[CH:10][CH:11]=1)[N:8]=[CH:7][C:6]([C:12]([CH:14]1[CH2:16][CH2:15]1)=[O:13])=[C:5]2[NH:17][C@H:18]1[CH2:23][CH2:22][C@H:21]([CH2:24][N:25]2[CH2:29][CH2:28][CH2:27][CH2:26]2)[CH2:20][CH2:19]1.[Cl:30][C:31]1[CH:36]=[C:35](B2OC(C)(C)C(C)(C)O2)[CH:34]=[C:33]([Cl:46])[C:32]=1[OH:47].C([O-])([O-])=O.[Cs+].[Cs+]>O1CCOCC1.C1C=CC(P(C2C=CC=CC=2)[C-]2C=CC=C2)=CC=1.C1C=CC(P(C2C=CC=CC=2)[C-]2C=CC=C2)=CC=1.Cl[Pd]Cl.[Fe+2]>[CH:14]1([C:12]([C:6]2[CH:7]=[N:8][C:9]3[C:4]([C:5]=2[NH:17][C@H:18]2[CH2:23][CH2:22][C@H:21]([CH2:24][N:25]4[CH2:26][CH2:27][CH2:28][CH2:29]4)[CH2:20][CH2:19]2)=[CH:3][C:2]([C:35]2[CH:36]=[C:31]([Cl:30])[C:32]([OH:47])=[C:33]([Cl:46])[CH:34]=2)=[CH:11][CH:10]=3)=[O:13])[CH2:16][CH2:15]1 |f:2.3.4,6.7.8.9|. Procedure: To a suspension of (6-bromo-4-((trans-4-(pyrrolidin-1-ylmethyl)cyclohexyl)amino)quinolin-3-yl)(cyclopropyl)methanone (46 mg, 0.10 mmol), 2,6-dichloro-4-(4,4,5,5-tetramethyl-1,3,2-dioxaborolan-2-yl)phenol (43 mg, 0.15 mmol) and Pd(dppf)Cl2 (11 mg, 0.015 mmol) in dioxane (4 mL) was added Cs2CO3 (1.0 M in H2O, 0.4 mL, 0.4 mmol). N2 gas was bubbled through the reaction mixture and the mixture was then heated at 80° C. for 2 h. The solution was allowed to cool to room temperature, then directly subje...